Dataset: the Open Reaction Database (ORD), a public repository of structured organic reaction records. Task: describe an organic reaction: reactants, conditions, products, and yield As a reaction SMILES: [Al+3:9].[Cl-:10].[Cl-:11].[Cl-:8].[ClH:20].[F:12][c:13]1[c:14]([F:19])[cH:15][cH:16][cH:17][cH:18]1.[O:1]=[C:2]1[CH2:3][CH2:4][C:5](=[O:6])[O:7]1>>[O:1]=[C:2]([CH2:3][CH2:4][C:5](=[O:6])[c:17]1[cH:16][cH:15][c:14]([F:19])[c:13]([F:12])[cH:18]1)[OH:7]. The reactants are [Al+3], [Cl-], [Cl-], [Cl-], Cl, Fc1ccccc1F, O=C1CCC(=O)O1. Yields the product O=C(O)CCC(=O)c1ccc(F)c(F)c1. Reactants: FC1=CC=C(C=C1)C=1C(C(=CNC1)C(=O)OCC)=O (ethyl 5-(4-fluorophenyl)-4-oxo-1,4-dihydropyridine-3-carboxylate), [OH-].[Na+] (NaOH), Cl (HCl). The product is FC1=CC=C(C=C1)C=1C(C(=CNC1)C(=O)O)=O (5-(4-fluorophenyl)-4-oxo-1,4-dihydropyridine-3-carboxylic acid). The yield is 100.0%. As a reaction SMILES: [F:1][C:2]1[CH:7]=[CH:6][C:5]([C:8]2[C:9](=[O:19])[C:10]([C:14]([O:16]CC)=[O:15])=[CH:11][NH:12][CH:13]=2)=[CH:4][CH:3]=1.[OH-].[Na+].Cl>>[F:1][C:2]1[CH:3]=[CH:4][C:5]([C:8]2[C:9](=[O:19])[C:10]([C:14]([OH:16])=[O:15])=[CH:11][NH:12][CH:13]=2)=[CH:6][CH:7]=1 |f:1.2|. Procedure: A suspension of Example A7 (0.750 g, 2.87 mmol) in 3M NaOH (7.5 mL, 22.50 mmol) was heated at 100° C. for 1.5 h. The mixture was cooled to RT, acidified to pH 2 with 3M HCl and the resulting solid was collected via filtration and dried to afford 5-(4-fluorophenyl)-4-oxo-1,4-dihydropyridine-3-carboxylic acid (669 mg, 100%) as a white solid. MS (ESI) m/z: 234.1 (M+H+). Starting materials: COC(=O)C=1C=C(C=CC1OCCC=1N=C(SC1)SC(C(=O)OC(C)(C)C)(C)C)C1=CC=C(C=C1)F (4-(2-{2-[(2-tert-butoxy-1,1-dimethyl-2-oxoethyl)thio]-1,3-thiazol-4-yl}ethoxy)-4′-fluoro-biphenyl-3-carboxylic acid methyl ester), FC(C(=O)O)(F)F (trifluoroacetic acid). Solvent: ClCCl (dichloromethane). Run at time 12 hour. Yields the product FC1=CC=C(C=C1)C1=CC(=C(C=C1)OCCC=1N=C(SC1)SC(C(=O)O)(C)C)C(=O)OC (2-{[4-(2-{[4′-fluoro-3-(methoxycarbonyl)biphenyl-4-yl]oxy}ethyl)-1,3-thiazol-2-yl]thio}-2-methylpropionic acid). Yield: 78.3%. RXN SMILES: [CH3:1][O:2][C:3]([C:5]1[CH:6]=[C:7]([C:30]2[CH:35]=[CH:34][C:33]([F:36])=[CH:32][CH:31]=2)[CH:8]=[CH:9][C:10]=1[O:11][CH2:12][CH2:13][C:14]1[N:15]=[C:16]([S:19][C:20]([CH3:29])([CH3:28])[C:21]([O:23]C(C)(C)C)=[O:22])[S:17][CH:18]=1)=[O:4].FC(F)(F)C(O)=O>ClCCl>[F:36][C:33]1[CH:32]=[CH:31][C:30]([C:7]2[CH:8]=[CH:9][C:10]([O:11][CH2:12][CH2:13][C:14]3[N:15]=[C:16]([S:19][C:20]([CH3:29])([CH3:28])[C:21]([OH:23])=[O:22])[S:17][CH:18]=3)=[C:5]([C:3]([O:2][CH3:1])=[O:4])[CH:6]=2)=[CH:35][CH:34]=1. Reported procedure: 4-(2-{2-[(2-tert-Butoxy-1,1-dimethyl-2-oxoethyl)thio]-1,3-thiazol-4-yl}ethoxy)-4′-fluoro-biphenyl-3-carboxylic acid methyl ester (250 mg) obtained in Example 92-2 was dissolved in dichloromethane (2 mL), trifluoroacetic acid (2 mL) was added, the mixture was stirred at room temperature for 12 hr. The reaction mixture was concentrated under reduced pressure, and the residue was purified by silica gel chromatography (elution solvent; hexane:ethyl acetate=1:1 to 0:1) to give the title compound (175... The reactants are COC(=O)C1C(CCC1)=O (methyl-2-oxocylopentanecarboxylate), C(C1=CC=CC=C1)O (benzyl alcohol). Reaction conditions: temperature 120 celsius, time 20 hour. The product is C(C1=CC=CC=C1)OC(=O)C1C(CCC1)=O (Benzyl-2-oxo-cyclopentanecarboxylate). RXN SMILES: [CH3:1][O:2][C:3]([CH:5]1[CH2:9][CH2:8][CH2:7][C:6]1=[O:10])=[O:4].C(O)[C:12]1[CH:17]=[CH:16][CH:15]=[CH:14][CH:13]=1>>[CH2:1]([O:2][C:3]([CH:5]1[CH2:9][CH2:8][CH2:7][C:6]1=[O:10])=[O:4])[C:12]1[CH:17]=[CH:16][CH:15]=[CH:14][CH:13]=1. Reported procedure: A mixture of 50 g. of methyl-2-oxocylopentanecarboxylate and 50 g. of redistilled benzyl alcohol was heated at 160° C. under a stream of nitrogen in a 500 ml. flask for 20 hours. Methanol distilled off as it was formed. The reaction mixture was subsequently cooled and the mixture distilled on the kugelrohr apparatus. The benzyl alcohol was removed by heating to 120° C. at 2 mm and the benzyl ester collected at 130° C. Yield was 45 g. (59%). Product: CCOC(=O)CNC(=O)c1c(O)c2cc(-c3cc(Cl)ncn3)ccc2n(C)c1=O. Reaction SMILES: [CH2:46]1[O:47][CH2:48][CH2:49][O:50][CH2:51]1.[Cl:32][c:33]1[n:34][cH:35][n:36][c:37]([Cl:39])[cH:38]1.[Na+:40].[Na+:41].[O-:42][C:43](=[O:44])[O-:45].[OH:1][c:2]1[c:3]([C:23](=[O:24])[NH:25][CH2:26][C:27](=[O:28])[O:29][CH2:30][CH3:31])[c:4](=[O:22])[n:5]([CH3:21])[c:6]2[cH:7][cH:8][c:9]([B:12]3[O:13][C:14]([CH3:15])([CH3:16])[C:17]([CH3:18])([CH3:19])[O:20]3)[cH:10][c:11]12.[Pd:52].[c:110]1([P:111]([c:112]2[cH:113][cH:114][cH:115][cH:116][cH:117]2)[c:118]2[cH:119][cH:120][cH:121][cH:122][cH:123]2)[cH:124][cH:125][cH:126][cH:127][cH:128]1.[c:53]1([P:54]([c:55]2[cH:56][cH:57][cH:58][cH:59][cH:60]2)[c:61]2[cH:62][cH:63][cH:64][cH:65][cH:66]2)[cH:67][cH:68][cH:69][cH:70][cH:71]1.[c:72]1([P:73]([c:74]2[cH:75][cH:76][cH:77][cH:78][cH:79]2)[c:80]2[cH:81][cH:82][cH:83][cH:84][cH:85]2)[cH:86][cH:87][cH:88][cH:89][cH:90]1.[c:91]1([P:92]([c:93]2[cH:94][cH:95][cH:96][cH:97][cH:98]2)[c:99]2[cH:100][cH:101][cH:102][cH:103][cH:104]2)[cH:105][cH:106][cH:107][cH:108][cH:109]1>>[OH:1][c:2]1[c:3]([C:23](=[O:24])[NH:25][CH2:26][C:27](=[O:28])[O:29][CH2:30][CH3:31])[c:4](=[O:22])[n:5]([CH3:21])[c:6]2[cH:7][cH:8][c:9](-[c:37]3[n:36][cH:35][n:34][c:33]([Cl:32])[cH:38]3)[cH:10][c:11]12. Reactants: C1COCCO1, Clc1cc(Cl)ncn1, [Na+], [Na+], O=C([O-])[O-], CCOC(=O)CNC(=O)c1c(O)c2cc(B3OC(C)(C)C(C)(C)O3)ccc2n(C)c1=O, [Pd], c1ccc(P(c2ccccc2)c2ccccc2)cc1, c1ccc(P(c2ccccc2)c2ccccc2)cc1, c1ccc(P(c2ccccc2)c2ccccc2)cc1, c1ccc(P(c2ccccc2)c2ccccc2)cc1. The reactants are C(C)OC(=O)NC=1C2=C(SC1C(=O)O)C=C(C=C2)OC (3-[(ethoxycarbonyl)amino]-6-methoxybenzo[b]thiophene-2-carboxylic acid). Solvent: O1CCCC1 (tetrahydrofuran). Yields the product COC=1C=CC2=C(SC=C2NC(OCC)=O)C1 (Ethyl (6-methoxybenzo[b]thien-3-yl)carbamate). Isolated yield 200.0%. RXN SMILES: [CH2:1]([O:3][C:4]([NH:6][C:7]1[C:8]2[CH:18]=[CH:17][C:16]([O:19][CH3:20])=[CH:15][C:9]=2[S:10][C:11]=1C(O)=O)=[O:5])[CH3:2]>O1CCCC1>[CH3:20][O:19][C:16]1[CH:17]=[CH:18][C:8]2[C:7]([NH:6][C:4](=[O:5])[O:3][CH2:1][CH3:2])=[CH:11][S:10][C:9]=2[CH:15]=1. Reported procedure: 11.4 g of 3-[(ethoxycarbonyl)amino]-6-methoxybenzo[b]thiophene-2-carboxylic acid are heated at 220-225° C. A vitreous gum is obtained which is taken up in tetrahydrofuran until dissolved. The solvent is evaporated under reduced pressure and the residue is purified on a silica column with a 10/90 mixture of ethyl acetate and cyclohexane. 19.4 g of product are obtained.